Task: describe an organic reaction: reactants, conditions, products, and yield. Dataset: the Open Reaction Database (ORD), a public repository of structured organic reaction records Starting materials: C(C)(C)(C)OC(NCCNC(=S)N1[C@H]([C@H](CCC1)NCC1=C(C=C2CCC(N(C2=C1)C)=O)OC)C1=CC=CC=C1)=O ([2-({3-[(6-Methoxy-1-methyl-2-oxo-1,2,3,4-tetrahydro-quinolin-7-ylmethyl)-amino]-(2S,3S)-2-phenyl-piperidine-1-carbothioyl}-amino)-ethyl]-carbamic acid tert-butyl ester). The solvent is C(Cl)Cl (methylene chloride), FC(C(=O)O)(F)F (trifluoroacetic acid). The product is NCCNC(=S)N1C(C(CCC1)NCC1=C(C=C2CCC(N(C2=C1)C)=O)OC)C1=CC=CC=C1 (3-[(6-Methoxy-1-methyl-2-oxo-1,2,3,4-tetrahydro-quinolin-7-ylmethyl)-amino]-2-phenyl-piperidine-1-carbothioic acid (2-amino-ethyl)-amide). As a reaction SMILES: C(OC(=O)[NH:7][CH2:8][CH2:9][NH:10][C:11]([N:13]1[CH2:18][CH2:17][CH2:16][C@H:15]([NH:19][CH2:20][C:21]2[CH:30]=[C:29]3[C:24]([CH2:25][CH2:26][C:27](=[O:32])[N:28]3[CH3:31])=[CH:23][C:22]=2[O:33][CH3:34])[C@@H:14]1[C:35]1[CH:40]=[CH:39][CH:38]=[CH:37][CH:36]=1)=[S:12])(C)(C)C>C(Cl)Cl.FC(F)(F)C(O)=O>[NH2:7][CH2:8][CH2:9][NH:10][C:11]([N:13]1[CH2:18][CH2:17][CH2:16][CH:15]([NH:19][CH2:20][C:21]2[CH:30]=[C:29]3[C:24]([CH2:25][CH2:26][C:27](=[O:32])[N:28]3[CH3:31])=[CH:23][C:22]=2[O:33][CH3:34])[CH:14]1[C:35]1[CH:36]=[CH:37][CH:38]=[CH:39][CH:40]=1)=[S:12]. Procedure details: [2-({3-[(6-Methoxy-1-methyl-2-oxo-1,2,3,4-tetrahydro-quinolin-7-ylmethyl)-amino]-(2S,3S)-2-phenyl-piperidine-1-carbothioyl}-amino)-ethyl]-carbamic acid tert-butyl ester (800 mg, 1.38 mmol) was stirred in a mixture of 30 mL methylene chloride and 10 mL trifluoroacetic acid at room temperature for 4 hours. The solvent was removed and the residue was partitioned between ethyl acetate and satd. K2CO3. The organics were separated, dried over MgSO4, filtered, and concentrated to give 3-[(6-Methoxy-1-m...